This data is from the Open Reaction Database (ORD), a public repository of structured organic reaction records. The task is: describe an organic reaction: reactants, conditions, products, and yield Starting materials: ClC=1C=C(C=CC1F)NC(=O)C1=NON=C1CO[Si](C(C)C)(C(C)C)C(C)C (N-(3-chloro-4-fluorophenyl)-4-[(triisopropylsilyl)oxy]methyl-1,2,5-oxadiazole-3-carboxamide), COC1=CC=C(C=C1)P1(SP(S1)(=S)C1=CC=C(C=C1)OC)=S (2,4-Bis(4-methoxyphenyl)-2,4-dithioxo-1,3,2,4-dithiadiphosphetane). Run in C(Cl)(Cl)Cl (chloroform), C1(=CC=CC=C1)C (toluene). The product is ClC=1C=C(C=CC1F)NC(=S)C1=NON=C1CO[Si](C(C)C)(C(C)C)C(C)C (N-(3-Chloro-4-fluorophenyl)-4-[(triisopropylsilyl)oxy]methyl-1,2,5-oxadiazole-3-carbothioamide). Isolated yield 78.5%. As a reaction SMILES: [Cl:1][C:2]1[CH:3]=[C:4]([NH:9][C:10]([C:12]2[C:16]([CH2:17][O:18][Si:19]([CH:26]([CH3:28])[CH3:27])([CH:23]([CH3:25])[CH3:24])[CH:20]([CH3:22])[CH3:21])=[N:15][O:14][N:13]=2)=O)[CH:5]=[CH:6][C:7]=1[F:8].COC1C=CC(P2(=S)SP(C3C=CC(OC)=CC=3)(=S)[S:38]2)=CC=1>C1(C)C=CC=CC=1.C(Cl)(Cl)Cl>[Cl:1][C:2]1[CH:3]=[C:4]([NH:9][C:10]([C:12]2[C:16]([CH2:17][O:18][Si:19]([CH:26]([CH3:28])[CH3:27])([CH:23]([CH3:25])[CH3:24])[CH:20]([CH3:22])[CH3:21])=[N:15][O:14][N:13]=2)=[S:38])[CH:5]=[CH:6][C:7]=1[F:8]. Procedure details: Into a round bottom flask was placed a solution of N-(3-chloro-4-fluorophenyl)-4-[(triisopropylsilyl)oxy]methyl-1,2,5-oxadiazole-3-carboxamide (4.1 g, 9.5 mmol) in anhydrous toluene (79 mL) under N2. 2,4-Bis(4-methoxyphenyl)-2,4-dithioxo-1,3,2,4-dithiadiphosphetane (7.7 g, 19 mmol) was added while stirring at ambient temperature. After addition, the resulting suspension was stirred and heated at 100° C. for 20 hrs. A considerable amount of solid precipitate was filtered off while the reaction wa... Reactants: CC1(OB(OC1(C)C)C1=CC=C(C=C1)OCCN(C1=CC(=C(C#N)C=C1)C(F)(F)F)CC(F)(F)F)C (4-[(2-{[4-(4,4,5,5-Tetramethyl-1,3,2-dioxaborolan-2-yl)phenyl]oxy}ethyl)(2,2,2-trifluoroethyl)amino]-2-(trifluoromethyl)benzonitrile), BrC=1SC=CN1 (2-bromothiazole), C(=O)([O-])[O-].[Na+].[Na+] (Na2CO3), C1(=CC=CC=C1)C (toluene). The reagents and catalysts are C=1C=CC(=CC1)[P](C=2C=CC=CC2)(C=3C=CC=CC3)[Pd]([P](C=4C=CC=CC4)(C=5C=CC=CC5)C=6C=CC=CC6)([P](C=7C=CC=CC7)(C=8C=CC=CC8)C=9C=CC=CC9)[P](C=1C=CC=CC1)(C=1C=CC=CC1)C=1C=CC=CC1 (Pd(PPh3)4). The solvent is O (H2O), CCO (EtOH). Reaction conditions: temperature 80 celsius. The product is S1C(=NC=C1)C1=CC=C(C=C1)OCCN(C1=CC(=C(C#N)C=C1)C(F)(F)F)CC(F)(F)F (4-[(2-{[4-(1,3-Thiazol-2-yl)phenyl]oxy}ethyl)(2,2,2-trifluoroethyl)amino]-2-(trifluoromethyl)benzonitrile). Isolated yield 6.6%. As a reaction SMILES: CC1(C)C(C)(C)OB([C:9]2[CH:14]=[CH:13][C:12]([O:15][CH2:16][CH2:17][N:18]([CH2:31][C:32]([F:35])([F:34])[F:33])[C:19]3[CH:26]=[CH:25][C:22]([C:23]#[N:24])=[C:21]([C:27]([F:30])([F:29])[F:28])[CH:20]=3)=[CH:11][CH:10]=2)O1.Br[C:38]1[S:39][CH:40]=[CH:41][N:42]=1.C([O-])([O-])=O.[Na+].[Na+].C1(C)C=CC=CC=1>C1C=CC([P]([Pd]([P](C2C=CC=CC=2)(C2C=CC=CC=2)C2C=CC=CC=2)([P](C2C=CC=CC=2)(C2C=CC=CC=2)C2C=CC=CC=2)[P](C2C=CC=CC=2)(C2C=CC=CC=2)C2C=CC=CC=2)(C2C=CC=CC=2)C2C=CC=CC=2)=CC=1.O.CCO>[S:39]1[CH:40]=[CH:41][N:42]=[C:38]1[C:9]1[CH:14]=[CH:13][C:12]([O:15][CH2:16][CH2:17][N:18]([CH2:31][C:32]([F:33])([F:34])[F:35])[C:19]2[CH:26]=[CH:25][C:22]([C:23]#[N:24])=[C:21]([C:27]([F:30])([F:28])[F:29])[CH:20]=2)=[CH:11][CH:10]=1 |f:2.3.4,^1:59,61,80,99|. Reported procedure: A mixture of 4-[(2-{[4-(4,4,5,5-tetramethyl-1,3,2-dioxaborolan-2-yl)phenyl]oxy}ethyl)(2,2,2-trifluoroethyl)amino]-2-(trifluoromethyl)benzonitrile (0.100 g, 0.19 mmol; step A above), 2-bromothiazole (0.020 mL, 0.21 mmol), Pd(PPh3)4 (0.011 g, 0.010 mmol), Na2CO3 (0.106 g, 1.00 mmol), toluene (1 mL), EtOH (0.50 mL) and H2O (0.5 mL) was sparged with N2 for 10 min and then heated at 80° C. in a sealed vial for 72 h. The mixture was cooled, poured into water, and extracted with EtOAc (×3). Combined or... The reactants are N[C@@H](C(C)(C)C)C(=O)[O-] (t-butylglycinate), ON1N=NC2=C1C=CC=C2 (1-hydroxybenzotriazole), C1(CCCCC1)N=C=NC1CCCCC1 (dicyclohexylcarbodiimide), C1(=CC=CC=C1)COC(=O)N1[C@@H](CCC1)COC(CC(C)C)C(=O)O ((2S)-Phenylmethyl-2-[(1-carboxy-3-methylbutoxy)methyl]-1-pyrrolidinecarboxylate). Solvent: ClCCl (dichloromethane), CO (methanol). Reaction conditions: temperature 0 celsius, time 14 hour. Yields the product CC(C)(OC(CNC(=O)C(CC(C)C)OC[C@H]1N(CCC1)C(=O)OCC1=CC=CC=C1)=O)C ((S)-Phenylmethyl 2-[[1-[[[2-(1,1-dimethylethoxy)-2-oxoethyl]amino]carbonyl]-3-methylbutoxy]methyl]-1-pyrrolidinecarboxylate). Reaction SMILES: [C:1]1([CH2:7][O:8][C:9]([N:11]2[CH2:15][CH2:14][CH2:13][C@H:12]2[CH2:16][O:17][CH:18]([C:23]([OH:25])=O)[CH2:19][CH:20]([CH3:22])[CH3:21])=[O:10])[CH:6]=[CH:5][CH:4]=[CH:3][CH:2]=1.[NH2:26][C@H:27]([C:32]([O-:34])=[O:33])C(C)(C)C.ON1C2C=C[CH:43]=[CH:44][C:39]=2N=N1.[CH:45]1(N=C=NC2CCCCC2)CCCCC1>ClCCl.CO>[CH3:45][C:44]([CH3:43])([O:34][C:32](=[O:33])[CH2:27][NH:26][C:23]([CH:18]([O:17][CH2:16][C@@H:12]1[CH2:13][CH2:14][CH2:15][N:11]1[C:9]([O:8][CH2:7][C:1]1[CH:2]=[CH:3][CH:4]=[CH:5][CH:6]=1)=[O:10])[CH2:19][CH:20]([CH3:21])[CH3:22])=[O:25])[CH3:39]. Procedure details: (2S)-Phenylmethyl-2-[(1-carboxy-3-methylbutoxy)methyl]-1-pyrrolidinecarboxylate (center on side chain is R,S mixture), 2 g (0.0057 mol), is dissolved in 100 ml of dichloromethane, cooled to 0° C. and 1.1 g (0.0084 mol) of t-butylglycinate, 0.88 g (0.0057 mol) of 1-hydroxybenzotriazole and 1.32 g (0.0064 mol) of dicyclohexylcarbodiimide are added. The mixture is allowed to reach room temperature and stirred 14 hours, filtered, the solvent evaporated in vacuo and the residue dissolved in 200 ml of... Reactants: BrN1C(CCC1=O)=O (N-bromo succinimide), C(=O)(OC(C)(C)C)NCC(=O)OC (N-Boc glycine, methyl ester), P(OC)(OC)OC (trimethyl phosphite). Solvent: C(Cl)(Cl)(Cl)Cl (carbon tetrachloride). Reaction conditions: temperature 0 celsius, time 1 hour. The product is C(C)(C)(C)OC(=O)NC(C(=O)OC)P(=O)(OC)OC (tert-Butoxycarbonylamino-(dimethoxyphosphoryl)acetic acid, methyl ester). As a reaction SMILES: BrN1C(=O)CCC1=O.[C:9]([NH:16][CH2:17][C:18]([O:20][CH3:21])=[O:19])([O:11][C:12]([CH3:15])([CH3:14])[CH3:13])=[O:10].[P:22]([O:27]C)([O:25][CH3:26])[O:23][CH3:24]>C(Cl)(Cl)(Cl)Cl>[C:12]([O:11][C:9]([NH:16][CH:17]([P:22]([O:25][CH3:26])([O:23][CH3:24])=[O:27])[C:18]([O:20][CH3:21])=[O:19])=[O:10])([CH3:14])([CH3:15])[CH3:13]. Reported procedure: A quantity of 2.92 g (0.016 mol) of N-bromo succinimide is added to 2.82 g (0.015 mol) of N-Boc glycine, methyl ester in 230 mL of carbon tetrachloride. The mixture is heated at reflux with stirring for 1 hour, cooled to 0° C., and filtered. The filtrate is evaporated to dryness and the residue is dissolved in 30 mL of tetrahydrofuran. A quantity of 2.10 g (0.017 mol) of trimethyl phosphite is added and the solution is maintained at reflux for 18 hours. The solvent is evaporated and the product ... Reactants: BrCCCCN1C(CC2(CCCC2)CC1=O)=O (8-(4-bromobutyl)-8-azaspiro[4.5]decane-7,9-dione), C([O-])([O-])=O.[K+].[K+] (potassium carbonate), [I-].[K+] (potassium iodide), S1CCCC2=CC=CC(=C12)O (8-thiochromanol). The solvent is CN(C=O)C (N,N-dimethylformamide). Yields the product O=C1CC2(CCCC2)CC(N1CCCCOC=1C=CC=C2CCCSC12)=O (8-{[4-(7,9-DIOXO-8-AZASPIRO[4.5]DECAN-8-YL) -BUTYL]OXY}THIOCHROMAN). As a reaction SMILES: Br[CH2:2][CH2:3][CH2:4][CH2:5][N:6]1[C:15](=[O:16])[CH2:14][C:9]2([CH2:13][CH2:12][CH2:11][CH2:10]2)[CH2:8][C:7]1=[O:17].C(=O)([O-])[O-].[K+].[K+].[I-].[K+].[S:26]1[C:35]2[C:30](=[CH:31][CH:32]=[CH:33][C:34]=2[OH:36])[CH2:29][CH2:28][CH2:27]1>CN(C)C=O>[O:16]=[C:15]1[N:6]([CH2:5][CH2:4][CH2:3][CH2:2][O:36][C:34]2[CH:33]=[CH:32][CH:31]=[C:30]3[C:35]=2[S:26][CH2:27][CH2:28][CH2:29]3)[C:7](=[O:17])[CH2:8][C:9]2([CH2:13][CH2:12][CH2:11][CH2:10]2)[CH2:14]1 |f:1.2.3,4.5|. Procedure: 2 g (6.62 mmol) of 8-(4-bromobutyl)-8-azaspiro[4.5]decane-7,9-dione, 2.5 g (18.04 mmol) of potassium carbonate and a catalytic amount of potassium iodide are added, with stirring, to 1 g (6.015 mmol) of 8-thiochromanol dissolved in 10 cm3 of N,N-dimethylformamide.